Dataset: the Open Reaction Database (ORD), a public repository of structured organic reaction records. Task: describe an organic reaction: reactants, conditions, products, and yield Reactants: N(=NC(=O)OC)C(=O)OC (dimethyl azodicarboxylate), COC=1C=C2C(C(CC(C2=CC1)=O)(C)C)O (6-methoxy-4-hydroxy-3,3-dimethyl-3,4-dihydro-2H-naphthalen-1-one), N1C=NC(=C1)C(=O)OC(C)C (isopropyl 4-imidazolecarboxylate), C1(=CC=CC=C1)P(C1=CC=CC=C1)C1=CC=CC=C1 (triphenylphosphine). Run in C1CCOC1 (THF). Reaction conditions: temperature 0 celsius, time 16 hour. The product is C(C)(C)OC(=O)C=1N(C=NC1)C1C(CC(C2=CC=C(C=C12)OC)=O)(C)C (3-(7-methoxy-2,2-dimethyl-4-oxo-1,2,3,4-tetrahydro-naphthalen-1-yl)-3H-imidazole-4-carboxylic acid isopropyl ester). Reaction SMILES: [CH3:1][O:2][C:3]1[CH:4]=[C:5]2[C:10](=[CH:11][CH:12]=1)[C:9](=[O:13])[CH2:8][C:7]([CH3:15])([CH3:14])[CH:6]2O.[NH:17]1[CH:21]=[C:20]([C:22]([O:24][CH:25]([CH3:27])[CH3:26])=[O:23])[N:19]=[CH:18]1.C1(P(C2C=CC=CC=2)C2C=CC=CC=2)C=CC=CC=1.N(C(OC)=O)=NC(OC)=O>C1COCC1>[CH:25]([O:24][C:22]([C:20]1[N:19]([CH:6]2[C:5]3[C:10](=[CH:11][CH:12]=[C:3]([O:2][CH3:1])[CH:4]=3)[C:9](=[O:13])[CH2:8][C:7]2([CH3:15])[CH3:14])[CH:18]=[N:17][CH:21]=1)=[O:23])([CH3:27])[CH3:26]. Reported procedure: To a solution of 6-methoxy-4-hydroxy-3,3-dimethyl-3,4-dihydro-2H-naphthalen-1-one (0.75 g, 3.28 mmol), isopropyl 4-imidazolecarboxylate (0.36 g, 2.30 mmol), which can be prepared as described in Example 1, in THF (20 mL) at 0° C. is added triphenylphosphine (0.87 g, 3.28 mmol), followed by dimethyl azodicarboxylate (40% in toluene, 1.2 mL, 3.28 mmol) and the cooling bath is removed. After 16 hours, the mixture is diluted with ethyl acetate and washed twice with half-saturated brine. The mixture ... Reactants: [OH-].[Na+] (caustic soda), NC1(CCCCC1)C#N (1-amino-1-cyanocyclohexane). The reagents and catalysts are CCCCCCCCCCCCCCCC[N+](C)(C)C.[Cl-] (Arquad 16-29). Run at temperature 20 celsius, time 5 minute. Yields the product N(=NC1(CCCCC1)C#N)C1(CCCCC1)C#N (1,1'-Azobis(1-cyanocyclohexane)). Isolated yield 162.2%. Reaction SMILES: [OH-].[Na+].[NH2:3][C:4]1([C:10]#[N:11])[CH2:9][CH2:8][CH2:7][CH2:6][CH2:5]1>CCCCCCCCCCCCCCCC[N+](C)(C)C.[Cl-]>[N:3]([C:4]1([C:10]#[N:11])[CH2:9][CH2:8][CH2:7][CH2:6][CH2:5]1)=[N:3][C:4]1([C:10]#[N:11])[CH2:9][CH2:8][CH2:7][CH2:6][CH2:5]1 |f:0.1,3.4|. Reported procedure: The pH is adjusted to 7 at 20° C. and 3 ml of `Arquad 16-29` is added followed by a further 2.2 equivalents of caustic soda and 23 g of 1-amino-1-cyanocyclohexane over 20 minutes with cooling to maintain a temperature of 20° C. The reaction is stirred for a further five minutes and filtered, washed and dried to yield 36.7 g of the title compound, as a white solid (89%).